describe an organic reaction: reactants, conditions, products, and yield From a dataset of the Open Reaction Database (ORD), a public repository of structured organic reaction records. Reactants: CCO, CC(C)OC1(C)CN(C(c2ccccc2)c2ccccc2)C1, Cl, [OH-], [OH-], [Pd+2]. Product: Cl, CC(C)OC1(C)CNC1. As a reaction SMILES: [CH3:24][CH2:25][OH:26].[CH:2]([c:3]1[cH:4][cH:5][cH:6][cH:7][cH:8]1)([c:9]1[cH:10][cH:11][cH:12][cH:13][cH:14]1)[N:15]1[CH2:16][C:17]([CH3:19])([O:20][CH:21]([CH3:22])[CH3:23])[CH2:18]1.[ClH:1].[OH-:27].[OH-:29].[Pd+2:28]>>[ClH:1].[NH:15]1[CH2:16][C:17]([CH3:19])([O:20][CH:21]([CH3:22])[CH3:23])[CH2:18]1. Reactants: FC(S(=O)(=O)OCCO[Si](C)(C)C(C)(C)C)(F)F (2-(t-Butyldimethylsilyloxy)ethyl trifluoromethanesulfonate), C(C=C)OC(=O)N1C[C@H](C[C@H]1CC1=CN2C(S1)=CN=C2C)SC=2[C@@H]([C@H]1N(C2C(=O)OCC=C)C([C@@H]1[C@@H](C)O)=O)C (allyl(1R,5S,6S)-2-[(3S,5S)-1-allyloxycarbonyl-5-(5-methylimidazo[5,1-b]thiazol-2-yl)methylpyrrolidin-3-yl]thio-6-((1R)-1-hydroxyethyl)-1-methylcarbapen-2-em-3-carboxylate). Solvent: ClC(C)Cl (dichloroethane). Conditions: time 2 hour. Product: FC(S(=O)(=O)[O-])(F)F.C(C=C)OC(=O)N1C[C@H](C[C@H]1CC1=C[N+]=2C(S1)=CN(C2C)CCO[Si](C)(C)C(C)(C)C)SC=2[C@@H]([C@H]1N(C2C(=O)OCC=C)C([C@@H]1[C@@H](C)O)=O)C (allyl(1R,5S,6S)-2-[(3S,5S)-1-allyloxycarbonyl-5-[6-[2-(t-butyldimethylsilyloxy)ethyl]-5-methylimidazo[5,1-b]thiazolium-2-yl]methylpyrrolidin-3-yl]thio-6-((1R)-1-hydroxyethyl)-1-methylcarbapen-2-em-3-carboxylate trifluoromethanesulfonate). RXN SMILES: [F:1][C:2]([F:18])([F:17])[S:3]([O:6][CH2:7][CH2:8][O:9][Si:10]([C:13]([CH3:16])([CH3:15])[CH3:14])([CH3:12])[CH3:11])(=[O:5])=[O:4].[CH2:19]([O:22][C:23]([N:25]1[C@H:29]([CH2:30][C:31]2[S:35][C:34]3=[CH:36][N:37]=[C:38]([CH3:39])[N:33]3[CH:32]=2)[CH2:28][C@H:27]([S:40][C:41]2[C@H:42]([CH3:58])[C@@H:43]3[C@@H:53]([C@H:54]([OH:56])[CH3:55])[C:52](=[O:57])[N:44]3[C:45]=2[C:46]([O:48][CH2:49][CH:50]=[CH2:51])=[O:47])[CH2:26]1)=[O:24])[CH:20]=[CH2:21]>ClC(Cl)C>[F:1][C:2]([F:18])([F:17])[S:3]([O-:6])(=[O:5])=[O:4].[CH2:19]([O:22][C:23]([N:25]1[C@H:29]([CH2:30][C:31]2[S:35][C:34]3=[CH:36][N:37]([CH2:7][CH2:8][O:9][Si:10]([C:13]([CH3:14])([CH3:15])[CH3:16])([CH3:11])[CH3:12])[C:38]([CH3:39])=[N+:33]3[CH:32]=2)[CH2:28][C@H:27]([S:40][C:41]2[C@H:42]([CH3:58])[C@@H:43]3[C@@H:53]([C@H:54]([OH:56])[CH3:55])[C:52](=[O:57])[N:44]3[C:45]=2[C:46]([O:48][CH2:49][CH:50]=[CH2:51])=[O:47])[CH2:26]1)=[O:24])[CH:20]=[CH2:21] |f:3.4|. Procedure details: 2-(t-Butyldimethylsilyloxy)ethyl trifluoromethanesulfonate (20.4 mg) is added to a solution of 32.4 mg of allyl(1R,5S,6S)-2-[(3S,5S)-1-allyloxycarbonyl-5-(5-methylimidazo[5,1-b]thiazol-2-yl)methylpyrrolidin-3-yl]thio-6-((1R)-1-hydroxyethyl)-1-methylcarbapen-2-em-3-carboxylate, described in Example 31-a), in 0.5 ml of dry dichloroethane, and the mixture is stirred in an argon atmosphere at room temperature for 2 hr. The excess reagent is removed by evaporation under reduced pressure to give allyl... The reactants are CC(=O)CC1C(C(=O)O)C1(C)C, CCO, CCOCC, Cc1ccc(S(=O)(=O)N(C)N=O)cc1, [K+], C=[N+]=[N-], [OH-], O. Product: COC(=O)C1C(CC(C)=O)C1(C)C. RXN SMILES: [CH3:20][C:21]1([CH3:31])[CH:22]([C:28](=[O:29])[OH:30])[CH:23]1[CH2:24][C:25]([CH3:26])=[O:27].[CH3:33][CH2:34][OH:35].[CH3:36][CH2:37][O:38][CH2:39][CH3:40].[CH3:3][N:4]([N:5]=[O:6])[S:7]([c:8]1[cH:9][cH:10][c:11]([CH3:12])[cH:13][cH:14]1)(=[O:15])=[O:16].[K+:2].[N+:17](=[CH2:18])=[N-:19].[OH-:1].[OH2:32]>>[CH3:3][O:30][C:28]([CH:22]1[C:21]([CH3:20])([CH3:31])[CH:23]1[CH2:24][C:25]([CH3:26])=[O:27])=[O:29]. Starting materials: CO, CC(=O)CCc1ccc(C)cc1, Cl. The product is Cc1ccc(CCC(C)O)cc1. As a reaction SMILES: [CH3:14][OH:15].[CH3:1][c:2]1[cH:3][cH:4][c:5]([CH2:8][CH2:9][C:10]([CH3:11])=[O:12])[cH:6][cH:7]1.[ClH:13]>>[CH3:1][c:2]1[cH:3][cH:4][c:5]([CH2:8][CH2:9][CH:10]([CH3:11])[OH:12])[cH:6][cH:7]1. The reactants are C(C)(=O)Cl (acetyl chloride), [N+](=O)([O-])C12CC3(CC(CC(C1)C3)C2)O (1-nitro-3-adamantanol). Solvent: CN(C)C=O (DMF). Conditions: temperature 40 celsius, time 3 hour. The product is C(C)(=O)OC12CC3(CC(CC(C1)C3)C2)[N+](=O)[O-] (1-acetyloxy-3-nitroadamantane). Yield: 95.0%. As a reaction SMILES: [C:1](Cl)(=[O:3])[CH3:2].[N+:5]([C:8]12[CH2:17][CH:12]3[CH2:13][CH:14]([CH2:16][C:10]([OH:18])([CH2:11]3)[CH2:9]1)[CH2:15]2)([O-:7])=[O:6]>CN(C=O)C>[C:1]([O:18][C:10]12[CH2:16][CH:14]3[CH2:13][CH:12]([CH2:17][C:8]([N+:5]([O-:7])=[O:6])([CH2:15]3)[CH2:9]1)[CH2:11]2)(=[O:3])[CH3:2]. Procedure: In an atmosphere of nitrogen, 10 mmole of 1-nitro-3-adamantanol obtained by the method of Example 4 and 12 mmole of triethylamine were dissolved in 10 ml of DMF. To the mixture, 11 mmole of acetyl chloride was added dropwise over 30 minutes at 40° C. The mixture was stirred for another 3 hours at 40° C. As a result, the conversion of 1-nitro-3-adamantanol was 99%, and 1-acetyloxy-3-nitroadamantane (yield 95%) was formed. Reactants: FC(C=1C=CC2=C(SC=C2N2CCN(CC2)C[C@H]2[C@@H](C2)C=O)C1)(F)F ((1R,2R)-2-[4-(6-Trifluoromethyl-benzo[b]thiophen-3-yl)-piperazin-1-ylmethyl]-cyclopropanecarbaldehyde), NCCCN1C=NC=C1 (1-(3-aminopropyl)imidazole), [BH4-] (borohydride). Solvent: C(Cl)Cl (methylene chloride), C(Cl)Cl (methylene chloride). Conditions: time 8 hour. Product: N1(C=NC=C1)CCCNC[C@H]1[C@@H](C1)CN1CCN(CC1)C=1C2=C(SC1)C=C(C=C2)C(F)(F)F ((3-Imidazol-1-yl-propyl)-{(1R,2R)-2-[4-(6-trifluoromethyl-benzo[b]thiophen-3-yl)-piperazin-1-ylmethyl]-cyclopropylmethyl}-amine). Reaction SMILES: [F:1][C:2]([F:25])([F:24])[C:3]1[CH:4]=[CH:5][C:6]2[C:10]([N:11]3[CH2:16][CH2:15][N:14]([CH2:17][C@@H:18]4[CH2:20][C@H:19]4[CH:21]=O)[CH2:13][CH2:12]3)=[CH:9][S:8][C:7]=2[CH:23]=1.[NH2:26][CH2:27][CH2:28][CH2:29][N:30]1[CH:34]=[CH:33][N:32]=[CH:31]1.[BH4-]>C(Cl)Cl>[N:30]1([CH2:29][CH2:28][CH2:27][NH:26][CH2:21][C@@H:19]2[CH2:20][C@H:18]2[CH2:17][N:14]2[CH2:15][CH2:16][N:11]([C:10]3[C:6]4[CH:5]=[CH:4][C:3]([C:2]([F:25])([F:24])[F:1])=[CH:23][C:7]=4[S:8][CH:9]=3)[CH2:12][CH2:13]2)[CH:34]=[CH:33][N:32]=[CH:31]1. Procedure details: A solution of (1R,2R)-2-[4-(6-Trifluoromethyl-benzo[b]thiophen-3-yl)-piperazin-1-ylmethyl]-cyclopropanecarbaldehyde (36.8 mg, 0.1 mmol) and 1-(3-aminopropyl)imidazole (0.0235 ml, 2.1 mmol) in anhydrous methylene chloride (3 ml) is added to a solution of polymer supported borohydride (0.863 g, 3 mmol) soaked in anhydrous methylene chloride (4 ml). This mixture was shook on an orbital shaker at room temperature overnight. The reaction was then quenched with water (2 ml) and products extracted with... Reactants: FC1=C2C(=C(C(=NC2=CC(=C1)F)C1=NC=CC(=C1)C)C)NC=1C=C(C=NC1)B(O)O (5-(5,7-difluoro-3-methyl-2-(4-methylpyridin-2-yl)quinolin-4-ylamino)pyridin-3-ylboronic acid), NC1=NC=CC(=N1)Cl (2-amino-4-chloropyrimidine), C([O-])([O-])=O.[Na+].[Na+] (sodium carbonate), O1CCOCC1 (1,4-dioxane). The reagents and catalysts are C1=CC=C(C=C1)P(C2=CC=CC=C2)C3=CC=CC=C3.C1=CC=C(C=C1)P(C2=CC=CC=C2)C3=CC=CC=C3.Cl[Pd]Cl (bis(triphenylphosphine)palladium (II) chloride). Solvent: O (water). Reaction conditions: temperature 95 celsius, time 30 minute. The product is NC1=NC=CC(=N1)C=1C=C(C=NC1)NC1=C(C(=NC2=CC(=CC(=C12)F)F)C1=NC=CC(=C1)C)C (N-(5-(2-aminopyrimidin-4-yl)-pyridin-3-yl)-5,7-difluoro-3-methyl-2-(4-methylpyridin-2-yl)quinolin-4-amine). Reaction SMILES: [F:1][C:2]1[CH:11]=[C:10]([F:12])[CH:9]=[C:8]2[C:3]=1[C:4]([NH:21][C:22]1[CH:23]=[C:24](B(O)O)[CH:25]=[N:26][CH:27]=1)=[C:5]([CH3:20])[C:6]([C:13]1[CH:18]=[C:17]([CH3:19])[CH:16]=[CH:15][N:14]=1)=[N:7]2.[NH2:31][C:32]1[N:37]=[C:36](Cl)[CH:35]=[CH:34][N:33]=1.C(=O)([O-])[O-].[Na+].[Na+].O1CCOCC1>C1C=CC(P(C2C=CC=CC=2)C2C=CC=CC=2)=CC=1.C1C=CC(P(C2C=CC=CC=2)C2C=CC=CC=2)=CC=1.Cl[Pd]Cl.O>[NH2:31][C:32]1[N:37]=[C:36]([C:24]2[CH:23]=[C:22]([NH:21][C:4]3[C:3]4[C:8](=[CH:9][C:10]([F:12])=[CH:11][C:2]=4[F:1])[N:7]=[C:6]([C:13]4[CH:18]=[C:17]([CH3:19])[CH:16]=[CH:15][N:14]=4)[C:5]=3[CH3:20])[CH:27]=[N:26][CH:25]=2)[CH:35]=[CH:34][N:33]=1 |f:2.3.4,6.7.8|. Procedure: A screw-cap vial was charged with 5-(5,7-difluoro-3-methyl-2-(4-methylpyridin-2-yl)quinolin-4-ylamino)pyridin-3-ylboronic acid (200 mg, 0.49 mmol), 2-amino-4-chloropyrimidine (63.8 mg, 0.49 mmol), bis(triphenylphosphine)palladium (II) chloride (34.6 mg, 0.049 mmol), sodium carbonate (157 mg, 1.48 mmol), 1,4-dioxane (4 mL), and water (1 mL). The solution was stirred at 95° C. for 30 min, and then cooled to rt. The product was extracted with EtOAc and DCM, and the combined organic layer was dried ...